This data is from the Open Reaction Database (ORD), a public repository of structured organic reaction records. The task is: describe an organic reaction: reactants, conditions, products, and yield Reaction SMILES: C([O:3][C:4](=[O:37])[CH2:5][C:6]1[CH:7]=[C:8]2[C:14]3([CH2:19][CH2:18][N:17]([C:20]([O:22][C:23]([CH3:26])([CH3:25])[CH3:24])=[O:21])[CH2:16][CH2:15]3)[CH2:13][N:12]([C:27]3[C:28]4[C@H:35]([CH3:36])[CH2:34][CH2:33][C:29]=4[N:30]=[CH:31][N:32]=3)[C:9]2=[CH:10][CH:11]=1)C.O[Li].O>C1COCC1.O>[C:23]([O:22][C:20]([N:17]1[CH2:18][CH2:19][C:14]2([C:8]3[C:9](=[CH:10][CH:11]=[C:6]([CH2:5][C:4]([OH:37])=[O:3])[CH:7]=3)[N:12]([C:27]3[C:28]4[C@H:35]([CH3:36])[CH2:34][CH2:33][C:29]=4[N:30]=[CH:31][N:32]=3)[CH2:13]2)[CH2:15][CH2:16]1)=[O:21])([CH3:26])([CH3:24])[CH3:25] |f:1.2,3.4|. Solvent: C1CCOC1.O (THF H2O). The reactants are C(C)OC(CC=1C=C2C(=CC1)N(CC21CCN(CC1)C(=O)OC(C)(C)C)C=1C2=C(N=CN1)CC[C@H]2C)=O ((R)-tert-butyl 5-(2-ethoxy-2-oxoethyl)-1-(5-methyl-6,7-dihydro-5H-cyclopenta[d]pyrimidin-4-yl)spiro[indoline-3,4′-piperidine]-1′-carboxylate), O[Li].O (LiOH—H2O). Procedure: A solution of (R)-tert-butyl 5-(2-ethoxy-2-oxoethyl)-1-(5-methyl-6,7-dihydro-5H-cyclopenta[d]pyrimidin-4-yl)spiro[indoline-3,4′-piperidine]-1′-carboxylate (0.325 g, 0.641 mmol) in THF:H2O (2:1, 3 mL) was treated with LiOH—H2O (0.067 g, 1.6 mmol) at about 0° C. The reaction was stirred with warming to about room temperature overnight. The reaction was concentrated and diluted with EtOAc. The organic was washed with saturated NaHCO3, acidified with 1N HCl, and extracted with EtOAc. The combined or... The product is C(C)(C)(C)OC(=O)N1CCC2(CC1)CN(C1=CC=C(C=C12)CC(=O)O)C=1C2=C(N=CN1)CC[C@H]2C ((R)-2-(1′-(tert-butoxycarbonyl)-1-(5-methyl-6,7-dihydro-5H-cyclopenta[d]pyrimidin-4-yl)spiro[indoline-3,4′-piperidine]-5-yl)acetic acid). Reactants: C(C)(=O)Cl (Acetyl chloride), OC(C)C1=CC2=C(S1)C(C1=C(SC=C1)C2=O)=O (2-(1′-Hydroxyethyl)-4,8-dihydrobenzo[1,2-b:4,5-b′]dithiophene-4,8-dione), ice water. Run in ClCCCl (1,2-dichloroethane). Product: C(C)(=O)OC(C)C1=CC2=C(S1)C(C1=C(SC=C1)C2=O)=O (2-(1′-Acetoxyethyl)-4,8-dihydrobenzo[1,2-b:4,5-b′]dithiophene-4,8-dione). The yield is 74.0%. RXN SMILES: [C:1](Cl)(=[O:3])[CH3:2].[OH:5][CH:6]([C:8]1[S:12][C:11]2[C:13](=[O:21])[C:14]3[CH:18]=[CH:17][S:16][C:15]=3[C:19](=[O:20])[C:10]=2[CH:9]=1)[CH3:7]>ClCCCl>[C:1]([O:5][CH:6]([C:8]1[S:12][C:11]2[C:13](=[O:21])[C:14]3[CH:18]=[CH:17][S:16][C:15]=3[C:19](=[O:20])[C:10]=2[CH:9]=1)[CH3:7])(=[O:3])[CH3:2]. Procedure details: Acetyl chloride (1.1 g, 13.6 mmol) was added to a solution of 10 (2.0 g, 7.4 mmol) in 1,2-dichloroethane (100 mL) and the mixture was refluxed for 4 h. After this time, the solution was poured into ice water. The organic layer was separated, washed with saturated NaHCO3 and water, dried, and evaporated. The residue was subjected to column chromatography (silica gel, C6H6) to give 11 as a yellow solid (mp 174-176° C.) in a 74% yield: IR (KBr) 1645, 1655, 1724 (C═O) cm−1; 1H NMR (CDCl3) δ 1.68 (d,... The reactants are C(C)(=O)C1=CC2=C(OCC(N2)=O)C=C1F (6-acetyl-7-fluoro-2H-benzo[b][1,4]oxazin-3(4H)-one), C(=O)([O-])[O-].[K+].[K+] (K2CO3), BrC(C(=O)OCC)C (ethyl 2-bromopropanoate). Solvent: CC(=O)C (acetone). Reaction conditions: temperature 80 celsius. Product: C(C)(=O)C1=CC2=C(OCC(N2C(C(=O)OCC)C)=O)C=C1F (ethyl 2-(6-acetyl-7-fluoro-3-oxo-2H-benzo[b][1,4]oxazin-4(3H)-yl)propanoate). Yield: 74.4%. As a reaction SMILES: [C:1]([C:4]1[C:14]([F:15])=[CH:13][C:7]2[O:8][CH2:9][C:10](=[O:12])[NH:11][C:6]=2[CH:5]=1)(=[O:3])[CH3:2].C([O-])([O-])=O.[K+].[K+].Br[CH:23]([CH3:29])[C:24]([O:26][CH2:27][CH3:28])=[O:25]>CC(C)=O>[C:1]([C:4]1[C:14]([F:15])=[CH:13][C:7]2[O:8][CH2:9][C:10](=[O:12])[N:11]([CH:23]([CH3:29])[C:24]([O:26][CH2:27][CH3:28])=[O:25])[C:6]=2[CH:5]=1)(=[O:3])[CH3:2] |f:1.2.3|. Procedure: To a mixture of 6-acetyl-7-fluoro-2H-benzo[b][1,4]oxazin-3(4H)-one (12 g, 57.4 mmol) and K2CO3 (11.89 g, 86 mmol) in acetone (120 mL) was added ethyl 2-bromopropanoate (23.6 mL, 172 mmol) and the mixture was stirred and heated at 80° C. for 16 h. The mixture was cooled to ambient temperature and the solvent was removed in vacuo. The residue was purified by column chromatography on silica gel (eluting with 5-10% EtOAc in petroleum ether) to give ethyl 2-(6-acetyl-7-fluoro-3-oxo-2H-benzo[b][1,4]ox... Starting materials: CC(CCC1(OCCO1)C1=CC=C(C#N)C=C1)(C)C (4-[2-(3,3-dimethyl-butyl)-[1,3]dioxolan-2-yl]-benzonitrile), O (water). Run in C1CCOC1 (THF), C1CCOC1 (THF). Reaction conditions: time 2 hour. The product is CC(CCC1(OCCO1)C1=CC=C(CN)C=C1)(C)C (4-[2-(3,3-Dimethyl-butyl)-[1,3]dioxolan-2-yl]-benzylamine). Yield: 0.1%. Reaction SMILES: [CH3:1][C:2]([CH3:19])([CH3:18])[CH2:3][CH2:4][C:5]1([C:10]2[CH:17]=[CH:16][C:13]([C:14]#[N:15])=[CH:12][CH:11]=2)[O:9][CH2:8][CH2:7][O:6]1.O>C1COCC1>[CH3:1][C:2]([CH3:19])([CH3:18])[CH2:3][CH2:4][C:5]1([C:10]2[CH:11]=[CH:12][C:13]([CH2:14][NH2:15])=[CH:16][CH:17]=2)[O:9][CH2:8][CH2:7][O:6]1. Reported procedure: Dissolve 4-[2-(3,3-dimethyl-butyl)-[1,3]dioxolan-2-yl]-benzonitrile (271 mg, 1.046 mmol) in anhydrous THF (10 mL). Add under nitrogen 1M lithium aluminum hydride in THF (2.1 mL, 2.1 mmol) at 0° C. and stir the mixture at room temperature for 2 h. Cool to 0° C., add water and extract the aqueous phase twice with EtOAc. Dry the combined organic extracts over MgSO4, filter and concentrate in vacuo to obtain the desired intermediate as an oil (0.263 mg) that was used without any further purification... Starting materials: COc1ccc2c(c1)c(C(=O)O)c(C)n2CCc1ccc(OC)c(OC)c1, O=C1OC2(CCNCC2)c2ccccc21. The product is COc1ccc2c(c1)c(C(=O)N1CCC3(CC1)OC(=O)c1ccccc13)c(C)n2CCc1ccc(OC)c(OC)c1. RXN SMILES: [CH3:16][O:17][c:18]1[cH:19][c:20]([CH2:26][CH2:27][n:28]2[c:29]([CH3:42])[c:30]([C:39](=[O:40])[OH:41])[c:31]3[cH:32][c:33]([O:37][CH3:38])[cH:34][cH:35][c:36]23)[cH:21][cH:22][c:23]1[O:24][CH3:25].[NH:1]1[CH2:2][CH2:3][C:4]2([O:5][C:6](=[O:13])[c:7]3[c:8]2[cH:9][cH:10][cH:11][cH:12]3)[CH2:14][CH2:15]1>>[N:1]1([C:39]([c:30]2[c:29]([CH3:42])[n:28]([CH2:27][CH2:26][c:20]3[cH:19][c:18]([O:17][CH3:16])[c:23]([O:24][CH3:25])[cH:22][cH:21]3)[c:36]3[c:31]2[cH:32][c:33]([O:37][CH3:38])[cH:34][cH:35]3)=[O:40])[CH2:2][CH2:3][C:4]2([O:5][C:6](=[O:13])[c:7]3[c:8]2[cH:9][cH:10][cH:11][cH:12]3)[CH2:14][CH2:15]1.